From a dataset of the Open Reaction Database (ORD), a public repository of structured organic reaction records. describe an organic reaction: reactants, conditions, products, and yield The reactants are C(C)(C)(C)OC(NCCN)=O (tert-butyl-N-(2-aminoethyl)carbamate), FC=1C=C(C=CC1F)CC=O ((3,4-difluorophenyl)acetaldehyde), C(C)(=O)O (acetic acid), C(#N)[BH3-].[Na+] (sodium cyanoborohydride). The solvent is CO (MeOH), CO (MeOH). Conditions: temperature 0 celsius, time 15 minute. The product is C(C)(C)(C)OC(NCCNCCC1=CC(=C(C=C1)F)F)=O (2-[2-(3,4-Difluorophenyl)ethylamino]ethyl carbamic acid tert-butyl ester). The yield is 35.0%. RXN SMILES: [C:1]([O:5][C:6](=[O:11])[NH:7][CH2:8][CH2:9][NH2:10])([CH3:4])([CH3:3])[CH3:2].[F:12][C:13]1[CH:14]=[C:15]([CH2:20][CH:21]=O)[CH:16]=[CH:17][C:18]=1[F:19].C(O)(=O)C.C([BH3-])#N.[Na+]>CO>[C:1]([O:5][C:6](=[O:11])[NH:7][CH2:8][CH2:9][NH:10][CH2:21][CH2:20][C:15]1[CH:16]=[CH:17][C:18]([F:19])=[C:13]([F:12])[CH:14]=1)([CH3:4])([CH3:2])[CH3:3] |f:3.4|. Procedure details: To a solution of tert-butyl-N-(2-aminoethyl)carbamate (718 mg, 4.5 mmol) in MeOH (40 mL) at 0° C., under nitrogen, was added (3,4-difluorophenyl)acetaldehyde (0.7 g, 4.5 mmol) in MeOH (10 mL), acetic acid (0.78 mL, 13.5 mmol) and sodium cyanoborohydride (564 mg, 9.0 mmol). After stirring at 0° C. for 15 min the cooling bath was removed and the mixture stirred at room temperature for 3 h. Saturated K2CO3 solution (50 mL) was added and the mixture stirred for a further 15 min. The solvents were re... Starting materials: Cc1[nH]c2ccc(N)cc2c1C, CCO, COC1CCN(C(=O)c2cc3nccc(Cl)c3s2)C1. Product: COC1CCN(C(=O)c2cc3nccc(Nc4ccc5[nH]c(C)c(C)c5c4)c3s2)C1. RXN SMILES: [CH3:20][c:21]1[nH:22][c:23]2[cH:24][cH:25][c:26]([NH2:31])[cH:27][c:28]2[c:29]1[CH3:30].[CH3:32][CH2:33][OH:34].[Cl:1][c:2]1[c:3]2[c:4]([n:5][cH:6][cH:7]1)[cH:8][c:9]([C:11](=[O:12])[N:13]1[CH2:14][CH:15]([O:18][CH3:19])[CH2:16][CH2:17]1)[s:10]2>>[c:2]1([NH:31][c:26]2[cH:25][cH:24][c:23]3[nH:22][c:21]([CH3:20])[c:29]([CH3:30])[c:28]3[cH:27]2)[c:3]2[c:4]([n:5][cH:6][cH:7]1)[cH:8][c:9]([C:11](=[O:12])[N:13]1[CH2:14][CH:15]([O:18][CH3:19])[CH2:16][CH2:17]1)[s:10]2.